From a dataset of the Open Reaction Database (ORD), a public repository of structured organic reaction records. describe an organic reaction: reactants, conditions, products, and yield Reactants: C1CCOC1, O=Cc1cccc(C=Cc2ccc3ccc(Cl)cc3n2)c1, O=C(O)c1cccs1. Yields the product O=C(O)c1ccc(C(O)c2cccc(C=Cc3ccc4ccc(Cl)cc4n3)c2)s1. Reaction SMILES: [CH2:30]1[O:31][CH2:32][CH2:33][CH2:34]1.[Cl:9][c:10]1[cH:11][cH:12][c:13]2[cH:14][cH:15][c:16]([CH:20]=[CH:21][c:22]3[cH:23][c:24]([CH:25]=[O:26])[cH:27][cH:28][cH:29]3)[n:17][c:18]2[cH:19]1.[s:1]1[c:2]([C:6](=[O:7])[OH:8])[cH:3][cH:4][cH:5]1>>[s:1]1[c:2]([C:6](=[O:7])[OH:8])[cH:3][cH:4][c:5]1[CH:25]([c:24]1[cH:23][c:22]([CH:21]=[CH:20][c:16]2[cH:15][cH:14][c:13]3[cH:12][cH:11][c:10]([Cl:9])[cH:19][c:18]3[n:17]2)[cH:29][cH:28][cH:27]1)[OH:26].